From a dataset of the Open Reaction Database (ORD), a public repository of structured organic reaction records. describe an organic reaction: reactants, conditions, products, and yield The reactants are OC1=C(C(=O)CCC(=O)OC)C=CC=C1O (Methyl 3-(2,3-dihydroxybenzoyl)propionate), anhydride, C(C)(=O)OC(C)=O (acetic anhydride), O (water). Run at time 2 hour. Yields the product C(C)(=O)OC=1C(=C(C(=O)CCC(=O)OC)C=CC1)O (methyl 3-(3-acetoxy-2-hydroxybenzoyl)-propionate). RXN SMILES: [OH:1][C:2]1[C:15]([OH:16])=[CH:14][CH:13]=[CH:12][C:3]=1[C:4]([CH2:6][CH2:7][C:8]([O:10][CH3:11])=[O:9])=[O:5].O.[C:18](OC(=O)C)(=[O:20])[CH3:19]>>[C:18]([O:16][C:15]1[C:2]([OH:1])=[C:3]([CH:12]=[CH:13][CH:14]=1)[C:4]([CH2:6][CH2:7][C:8]([O:10][CH3:11])=[O:9])=[O:5])(=[O:20])[CH3:19]. Procedure details: Methyl 3-(2,3-dihydroxybenzoyl)propionate was treated with boroacetic anhydride in acetic anhydride on a steam bath for 20 minutes and the mixture was poured into water and stirred for 2 hours to give methyl 3-(3-acetoxy-2-hydroxybenzoyl)-propionate. Reactants: O=C([O-])[O-], CN(C)C=O, ClCc1ccc(Cl)cc1Cl, [K+], [K+], CCOC(=O)Cn1c(=O)[nH]c2cc(-c3ncc[nH]3)c(F)cc2c1=O, O. Yields the product CCOC(=O)Cn1c(=O)c2cc(F)c(-c3ncc[nH]3)cc2n(Cc2ccc(Cl)cc2Cl)c1=O. As a reaction SMILES: [C:30](=[O:31])([O-:32])[O-:33].[CH3:1][N:2]([CH3:3])[CH:4]=[O:5].[Cl:36][c:37]1[c:38]([CH2:39][Cl:40])[cH:41][cH:42][c:43]([Cl:45])[cH:44]1.[K+:34].[K+:35].[O:6]=[c:7]1[nH:8][c:9]2[cH:10][c:11](-[c:25]3[nH:26][cH:27][cH:28][n:29]3)[c:12]([F:24])[cH:13][c:14]2[c:15](=[O:23])[n:16]1[CH2:17][C:18](=[O:19])[O:20][CH2:21][CH3:22].[OH2:46]>>[O:6]=[c:7]1[n:8]([CH2:39][c:38]2[c:37]([Cl:36])[cH:44][c:43]([Cl:45])[cH:42][cH:41]2)[c:9]2[cH:10][c:11](-[c:25]3[n:26][cH:27][cH:28][nH:29]3)[c:12]([F:24])[cH:13][c:14]2[c:15](=[O:23])[n:16]1[CH2:17][C:18](=[O:19])[O:20][CH2:21][CH3:22]. Starting materials: CCc1c(CC=O)cccc1-c1cnc(-c2ccc(OC(C)C)c(C#N)c2)s1, CC(=O)O, CC(=O)[O-], CCO, COC(=O)C1CNC1, [Na+]. The product is CCc1c(CCN2CC(C(=O)OC)C2)cccc1-c1cnc(-c2ccc(OC(C)C)c(C#N)c2)s1. As a reaction SMILES: [CH2:1]([CH3:2])[c:3]1[c:4](-[c:12]2[cH:13][n:14][c:15](-[c:17]3[cH:18][cH:19][c:20]([O:25][CH:26]([CH3:27])[CH3:28])[c:21]([C:22]#[N:23])[cH:24]3)[s:16]2)[cH:5][cH:6][cH:7][c:8]1[CH2:9][CH:10]=[O:11].[CH3:29][C:30](=[O:31])[OH:32].[CH3:34][C:35](=[O:36])[O-:37].[CH3:46][CH2:47][OH:48].[NH:38]1[CH2:39][CH:40]([C:42](=[O:43])[O:44][CH3:45])[CH2:41]1.[Na+:33]>>[CH2:1]([CH3:2])[c:3]1[c:4](-[c:12]2[cH:13][n:14][c:15](-[c:17]3[cH:18][cH:19][c:20]([O:25][CH:26]([CH3:27])[CH3:28])[c:21]([C:22]#[N:23])[cH:24]3)[s:16]2)[cH:5][cH:6][cH:7][c:8]1[CH2:9][CH2:10][N:38]1[CH2:39][CH:40]([C:42](=[O:43])[O:44][CH3:45])[CH2:41]1. The reactants are CS(=O)(=O)NC=1C=C2C=CNC2=CC1 (5-methanesulfonylamino-1H-indole), C(C)N1CCC(CC1)=O (1-ethyl-4-piperidone). The product is CS(=O)(=O)NC=1C=C2C(=CNC2=CC1)C=1CCN(CC1)CC (5-methanesulfonylamino-3-(1-ethyl-1,2,3,6-tetrahydropyridin-4-yl)-1H-indole). Yield: 59.1%. RXN SMILES: [CH3:1][S:2]([NH:5][C:6]1[CH:7]=[C:8]2[C:12](=[CH:13][CH:14]=1)[NH:11][CH:10]=[CH:9]2)(=[O:4])=[O:3].[CH2:15]([N:17]1[CH2:22][CH2:21][C:20](=O)[CH2:19][CH2:18]1)[CH3:16]>>[CH3:1][S:2]([NH:5][C:6]1[CH:7]=[C:8]2[C:12](=[CH:13][CH:14]=1)[NH:11][CH:10]=[C:9]2[C:20]1[CH2:21][CH2:22][N:17]([CH2:15][CH3:16])[CH2:18][CH:19]=1)(=[O:3])=[O:4]. Procedure: Beginning with 1.50 gm (7.1 mMol) 5-methanesulfonylamino-1H-indole and 1.25 mL (9.3 mMol) 1-ethyl-4-piperidone, 1.34 gm (58.8%) of the title compound were recovered as a light yellow, crystalline powder. The reactants are COc1ccccc1Br, CON(C)C(=O)c1cn(-c2cccc(-c3ccccc3C#N)c2)cn1. Yields the product COc1ccccc1C(=O)c1cn(-c2cccc(-c3ccccc3C#N)c2)cn1. Reaction SMILES: [Br:26][c:27]1[c:28]([O:33][CH3:34])[cH:29][cH:30][cH:31][cH:32]1.[CH3:1][O:2][N:3]([C:4](=[O:5])[c:6]1[n:7][cH:8][n:9](-[c:11]2[cH:12][c:13](-[c:17]3[c:18]([C:23]#[N:24])[cH:19][cH:20][cH:21][cH:22]3)[cH:14][cH:15][cH:16]2)[cH:10]1)[CH3:25]>>[C:4](=[O:5])([c:6]1[n:7][cH:8][n:9](-[c:11]2[cH:12][c:13](-[c:17]3[c:18]([C:23]#[N:24])[cH:19][cH:20][cH:21][cH:22]3)[cH:14][cH:15][cH:16]2)[cH:10]1)[c:27]1[c:28]([O:33][CH3:34])[cH:29][cH:30][cH:31][cH:32]1.